This data is from the Open Reaction Database (ORD), a public repository of structured organic reaction records. The task is: describe an organic reaction: reactants, conditions, products, and yield Reactants: CO, CCc1nc(-c2ccccc2)cn1-c1ccc(CCN=[N+]=[N-])cc1. Product: CCc1nc(-c2ccccc2)cn1-c1ccc(CCN)cc1. As a reaction SMILES: [CH3:25][OH:26].[N:1](=[N+:2]=[N-:3])[CH2:4][CH2:5][c:6]1[cH:7][cH:8][c:9](-[n:12]2[c:13]([CH2:23][CH3:24])[n:14][c:15](-[c:17]3[cH:18][cH:19][cH:20][cH:21][cH:22]3)[cH:16]2)[cH:10][cH:11]1>>[NH2:1][CH2:4][CH2:5][c:6]1[cH:7][cH:8][c:9](-[n:12]2[c:13]([CH2:23][CH3:24])[n:14][c:15](-[c:17]3[cH:18][cH:19][cH:20][cH:21][cH:22]3)[cH:16]2)[cH:10][cH:11]1. Starting materials: disodium Na2HPO4, [Ca] (calcium), P(=O)([O-])([O-])[O-] (phosphate). Solvent: O (water), O (water), O (H2O). Run at time 5 minute. The product is Ca(NO3)2.4H2O, P(=O)([O-])([O-])[O-].[Ca+2].P(=O)([O-])([O-])[O-].[Ca+2].[Ca+2] (calcium phosphate). Reaction SMILES: [Ca:1].[P:2]([O-:6])([O-:5])([O-:4])=[O:3]>O>[P:2]([O-:6])([O-:5])([O-:4])=[O:3].[Ca+2:1].[P:2]([O-:6])([O-:5])([O-:4])=[O:3].[Ca+2:1].[Ca+2:1] |f:3.4.5.6.7|. Procedure: A solution of 218 g of disodium Na2HPO4.12 H2O in 1.2 liters of distilled water and a solution of 70 g of Ca(NO3)2.4H2O in 0.5 liters of distilled water were prepared. The calcium solution was quickly poured into the phosphate solution at room temperature with stirring. Precipitation was immediate and substantially complete. The precipitate was adjusted to pH 6.4 by the addition of sodium hydroxide solution in order to avoid the formation of acidic calcium phosphates. The precipitate was aged at...